This data is from the Open Reaction Database (ORD), a public repository of structured organic reaction records. The task is: describe an organic reaction: reactants, conditions, products, and yield Reactants: C1COCCN1, C1CCOC1, ClCCl, COC1=C(OC)C(=O)C(Cc2ccc(OCc3ccccc3)c(C(=O)O)c2)=C(C)C1=O, O=C(Cl)C(=O)Cl, O. Product: COC1=C(OC)C(=O)C(Cc2ccc(OCc3ccccc3)c(C(=O)N3CCOCC3)c2)=C(C)C1=O. Reaction SMILES: [CH2:41]1[CH2:42][O:43][CH2:44][CH2:45][NH:46]1.[CH2:48]1[O:49][CH2:50][CH2:51][CH2:52]1.[CH2:7]([Cl:8])[Cl:9].[CH3:10][O:11][C:12]1=[C:17]([O:18][CH3:19])[C:16](=[O:20])[C:15]([CH2:21][c:22]2[cH:23][cH:24][c:25]([O:31][CH2:32][c:33]3[cH:34][cH:35][cH:36][cH:37][cH:38]3)[c:26]([C:27](=[O:28])[OH:29])[cH:30]2)=[C:14]([CH3:39])[C:13]1=[O:40].[Cl:1][C:2]([C:3]([Cl:4])=[O:5])=[O:6].[OH2:47]>>[CH3:10][O:11][C:12]1=[C:17]([O:18][CH3:19])[C:16](=[O:20])[C:15]([CH2:21][c:22]2[cH:23][cH:24][c:25]([O:31][CH2:32][c:33]3[cH:34][cH:35][cH:36][cH:37][cH:38]3)[c:26]([C:27](=[O:28])[N:46]3[CH2:41][CH2:42][O:43][CH2:44][CH2:45]3)[cH:30]2)=[C:14]([CH3:39])[C:13]1=[O:40]. Reactants: COCCOc1cccs1, CC1(C)CC(Nc2nccc(Cl)n2)CC(C)(C)N1. Product: COCCOc1ccc(-c2ccnc(NC3CC(C)(C)NC(C)(C)C3)n2)s1. RXN SMILES: [CH3:19][O:20][CH2:21][CH2:22][O:23][c:24]1[s:25][cH:26][cH:27][cH:28]1.[Cl:1][c:2]1[n:3][c:4]([NH:8][CH:9]2[CH2:10][C:11]([CH3:17])([CH3:18])[NH:12][C:13]([CH3:15])([CH3:16])[CH2:14]2)[n:5][cH:6][cH:7]1>>[c:2]1(-[c:26]2[s:25][c:24]([O:23][CH2:22][CH2:21][O:20][CH3:19])[cH:28][cH:27]2)[n:3][c:4]([NH:8][CH:9]2[CH2:10][C:11]([CH3:17])([CH3:18])[NH:12][C:13]([CH3:15])([CH3:16])[CH2:14]2)[n:5][cH:6][cH:7]1. The reactants are NC=1C=C(OC2=CC3=C(N=C(S3)NC(C)=O)C=C2)C=CC1 (N-[6-(3-aminophenoxy)-1,3-benzothiazol-2-yl]acetamide), C(C(=O)Cl)(=O)Cl (oxalyl chloride), CC(C#C)(C)C=1C=C(C(=O)O)C=CC1 (3-(1,1-dimethylprop-2-yn-1-yl)benzoic acid), O1CCCC1 (tetrahydrofuran). Solvent: CN(C=O)C (N,N-dimethylformamide), CN(C=O)C (N,N-dimethylformamide). Yields the product C(C)(=O)NC=1SC2=C(N1)C=CC(=C2)OC=2C=C(C=CC2)NC(C2=CC(=CC=C2)C(C#C)(C)C)=O (N-(3-{[2-(acetylamino)-1,3-benzothiazol-6-yl]oxy}phenyl)-3-(1,1-dimethylprop-2-yn-1-yl)benzamide). Isolated yield 22.3%. RXN SMILES: [NH2:1][C:2]1[CH:3]=[C:4]([CH:19]=[CH:20][CH:21]=1)[O:5][C:6]1[CH:18]=[CH:17][C:9]2[N:10]=[C:11]([NH:13][C:14](=[O:16])[CH3:15])[S:12][C:8]=2[CH:7]=1.[CH3:22][C:23]([C:27]1[CH:28]=[C:29]([CH:33]=[CH:34][CH:35]=1)[C:30](O)=[O:31])([CH3:26])[C:24]#[CH:25].O1CCCC1.C(Cl)(=O)C(Cl)=O>CN(C)C=O>[C:14]([NH:13][C:11]1[S:12][C:8]2[CH:7]=[C:6]([O:5][C:4]3[CH:3]=[C:2]([NH:1][C:30](=[O:31])[C:29]4[CH:33]=[CH:34][CH:35]=[C:27]([C:23]([CH3:22])([CH3:26])[C:24]#[CH:25])[CH:28]=4)[CH:21]=[CH:20][CH:19]=3)[CH:18]=[CH:17][C:9]=2[N:10]=1)(=[O:16])[CH3:15]. Reported procedure: Using N-[6-(3-aminophenoxy)-1,3-benzothiazol-2-yl]acetamide (160 mg, 0.534 mmol) produced in Example A40(x), 3-(1,1-dimethylprop-2-yn-1-yl)benzoic acid (201 mg, 1.07 mmol), tetrahydrofuran (4 mL), N,N-dimethylformamide (10 μL), oxalyl chloride (170 mg, 1.34 mmol) and N,N-dimethylformamide (4 mL), and in the same manner as in Example A40(xi), the title compound (56 mg, 22%) was obtained as a colorless solid. The reactants are Cl (HCl), N(=C=O)C1=C(C(=O)OC)C=CC=C1 (methyl 2-isocyanatobenzoate), Cl.N[C@@H](CC(C)C)C(=O)OC ((S)-methyl leucinate HCl), [OH-].[Na+] (NaOH). Run in CCN(CC)CC (Et3N). Reaction conditions: temperature 80 celsius. The product is O=C1NC2=CC=CC=C2C(N1[C@H](C(=O)O)CC(C)C)=O ((S)-2-(2,4-dioxo-1,2-dihydroquinazolin-3(4H)-yl)-4-methylpentanoic acid). As a reaction SMILES: [N:1]([C:4]1[CH:13]=[CH:12][CH:11]=[CH:10][C:5]=1[C:6]([O:8]C)=O)=[C:2]=[O:3].Cl.[NH2:15][C@H:16]([C:21]([O:23]C)=[O:22])[CH2:17][CH:18]([CH3:20])[CH3:19].[OH-].[Na+].Cl>CCN(CC)CC>[O:3]=[C:2]1[N:15]([C@@H:16]([CH2:17][CH:18]([CH3:20])[CH3:19])[C:21]([OH:23])=[O:22])[C:6](=[O:8])[C:5]2[C:4](=[CH:13][CH:12]=[CH:11][CH:10]=2)[NH:1]1 |f:1.2,3.4|. Procedure details: Refer to Scheme 1, a mixture of methyl 2-isocyanatobenzoate (0.5 g, 2.82 mmol) and (S)-methyl leucinate HCl (0.52 g, 2.82 mmol) salt and 1 mL of Et3N was heated to 80° C. for 2 hours. 2 mL of 2M NaOH aqueous solution was added to above mixture and then heated to 100° C. overnight. The mixture was neutralized with concentrated HCl. Extracted by EtOAc and dried over MgSO4. Removing solvent gave the crude product, which used for next step without further purification. [M+H] calc'd for C14H16N2O4, 2...